Dataset: the Open Reaction Database (ORD), a public repository of structured organic reaction records. Task: describe an organic reaction: reactants, conditions, products, and yield Reactants: COc1cc2nccc(Oc3ccc(N)c(F)c3)c2cc1OC, CCN(C(C)C)C(C)C, ClC(Cl)Cl, O=C(OC(Cl)(Cl)Cl)OC(Cl)(Cl)Cl, Nc1nnc(C(F)(F)F)s1, O. Product: COc1cc2nccc(Oc3ccc(NC(=O)Nc4nnc(C(F)(F)F)s4)c(F)c3)c2cc1OC. RXN SMILES: [CH3:1][O:2][c:3]1[cH:4][c:5]2[c:6]([O:15][c:16]3[cH:17][c:18]([F:23])[c:19]([NH2:20])[cH:21][cH:22]3)[cH:7][cH:8][n:9][c:10]2[cH:11][c:12]1[O:13][CH3:14].[CH:24]([N:25]([CH:26]([CH3:27])[CH3:28])[CH2:29][CH3:30])([CH3:31])[CH3:32].[CH:55]([Cl:56])([Cl:57])[Cl:58].[Cl:33][C:34]([Cl:35])([O:36][C:37]([O:38][C:39]([Cl:40])([Cl:41])[Cl:42])=[O:43])[Cl:44].[NH2:45][c:46]1[s:47][c:48]([C:51]([F:52])([F:53])[F:54])[n:49][n:50]1.[OH2:59]>>[CH3:1][O:2][c:3]1[cH:4][c:5]2[c:6]([O:15][c:16]3[cH:17][c:18]([F:23])[c:19]([NH:20][C:37](=[O:43])[NH:45][c:46]4[s:47][c:48]([C:51]([F:52])([F:53])[F:54])[n:49][n:50]4)[cH:21][cH:22]3)[cH:7][cH:8][n:9][c:10]2[cH:11][c:12]1[O:13][CH3:14]. Reactants: CO, COc1ccccc1-c1cccc2cc(C(=O)NC3CN4CCC3CC4)oc12, OO. Product: COc1ccccc1-c1cccc2cc(C(=O)NC3C[N+]4([O-])CCC3CC4)oc12. As a reaction SMILES: [CH3:31][OH:32].[N:3]12[CH2:4][CH:5]([NH:11][C:12](=[O:13])[c:14]3[o:15][c:16]4[c:17]([cH:18]3)[cH:19][cH:20][cH:21][c:22]4-[c:23]3[c:24]([O:29][CH3:30])[cH:25][cH:26][cH:27][cH:28]3)[CH:6]([CH2:7][CH2:8]1)[CH2:9][CH2:10]2.[OH:1][OH:2]>>[O-:1][N+:3]12[CH2:4][CH:5]([NH:11][C:12](=[O:13])[c:14]3[o:15][c:16]4[c:17]([cH:18]3)[cH:19][cH:20][cH:21][c:22]4-[c:23]3[c:24]([O:29][CH3:30])[cH:25][cH:26][cH:27][cH:28]3)[CH:6]([CH2:7][CH2:8]1)[CH2:9][CH2:10]2. Reactants: C(#N)C=1C(=C2C=C(N(C2=CC1)CC(NO)=N)C1CC1)C(F)(F)F (2-[5-cyano-2-cyclopropyl-4-(trifluoromethyl)-1H-indol-1-yl]-N-hydroxyethanimidamide), FC(C1=CC=CC(=N1)C(=O)O)(F)F (6-(trifluoromethyl)-2-pyridinecarboxylic acid). Product: C1(CC1)C=1N(C2=CC=C(C(=C2C1)C(F)(F)F)C#N)CC1=NOC(=N1)C1=NC(=CC=C1)C(F)(F)F (2-Cyclopropyl-4-(trifluoromethyl)-1-({5-[6-(trifluoromethyl)-2-pyridinyl]-1,2,4-oxadiazol-3-yl}methyl)-1H-indole-5-carbonitrile). RXN SMILES: [C:1]([C:3]1[C:4]([C:20]([F:23])([F:22])[F:21])=[C:5]2[C:9](=[CH:10][CH:11]=1)[N:8]([CH2:12][C:13](=[NH:16])[NH:14][OH:15])[C:7]([CH:17]1[CH2:19][CH2:18]1)=[CH:6]2)#[N:2].[F:24][C:25]([F:36])([F:35])[C:26]1[N:31]=[C:30]([C:32](O)=O)[CH:29]=[CH:28][CH:27]=1>>[CH:17]1([C:7]2[N:8]([CH2:12][C:13]3[N:16]=[C:32]([C:30]4[CH:29]=[CH:28][CH:27]=[C:26]([C:25]([F:35])([F:24])[F:36])[N:31]=4)[O:15][N:14]=3)[C:9]3[C:5]([CH:6]=2)=[C:4]([C:20]([F:22])([F:23])[F:21])[C:3]([C:1]#[N:2])=[CH:11][CH:10]=3)[CH2:19][CH2:18]1. Reported procedure: Synthesized as described in Example 72 from 2-[5-cyano-2-cyclopropyl-4-(trifluoromethyl)-1H-indol-1-yl]-N-hydroxyethanimidamide (Example 364B) and 6-(trifluoromethyl)-2-pyridinecarboxylic acid: MS (ES) m/z 478 (M+1).